Dataset: the Open Reaction Database (ORD), a public repository of structured organic reaction records. Task: describe an organic reaction: reactants, conditions, products, and yield Starting materials: C(C=O)OCc1ccccc1, CC1=CN=C(C=C1)N, [C-]#[N+]C1CCCCC1. Reagents/catalysts: O=C(O)C(F)(F)F (trifluoroacetic acid). Run in CC(C)O (isopropyl alcohol), CC(C)O (isopropylalcohol). Conditions: temperature 22 celsius, time 20 hour. The product is Cc1ccc2nc(COCc3ccccc3)c(NC3CCCCC3)n2c1. The yield is 78.1%. As a reaction SMILES: CC1=CC=C(N)N=C1.[C-]#[N+]C1CCCCC1.O=CCOCC1=CC=CC=C1>>CC1=CN2C(C=C1)=NC(COCC1=CC=CC=C1)=C2NC1CCCCC1. The reactants are [N+](=O)([O-])C=1C=C(C(C(=O)OC)=CC1C(C)(C)C)C(=O)OC (Dimethyl 4-nitro-5-t-butylphthalate), [H][H] (hydrogen). Reagents/catalysts: [Pd] (Pd/C). Run in CO (methanol). Run at time 16 hour. Yields the product NC=1C=C(C(C(=O)OC)=CC1C(C)(C)C)C(=O)OC (dimethyl 4-amino-5-t-butylphthalate). As a reaction SMILES: [N+:1]([C:4]1[CH:5]=[C:6]([C:18]([O:20][CH3:21])=[O:19])[C:7](=[CH:12][C:13]=1[C:14]([CH3:17])([CH3:16])[CH3:15])[C:8]([O:10][CH3:11])=[O:9])([O-])=O.[H][H]>[Pd].CO>[NH2:1][C:4]1[CH:5]=[C:6]([C:18]([O:20][CH3:21])=[O:19])[C:7](=[CH:12][C:13]=1[C:14]([CH3:17])([CH3:15])[CH3:16])[C:8]([O:10][CH3:11])=[O:9]. Reported procedure: Dimethyl 4-nitro-5-t-butylphthalate (42 g.) was mixed with 0.2 g. of 5% Pd/C and, while kept under argon, 200 ml. of methanol was added. Rapid stirring under 30 psi of hydrogen gave complete reduction after 20 hours at 35° C. The mixture was filtered through Celite, and the methanol removed under reduced pressure. The residue was dissolved in 250 ml. of hot benzene, filtered, and mixed with 500 ml. of hexane. After standing 3 hours at room temperature and 16 hours at -10° C., the crystalline pro... Reactants: CCCO, CC(C)CCOc1c(Cl)c(Sc2ccccc2N)c(OCCC(C)C)c(C#N)c1C#N, N, [Na]. The product is CC(C)CCOc1c(Cl)c(Sc2ccccc2N)c(OCCC(C)C)c2c1C(=N)NC2=N. RXN SMILES: [CH2:34]([OH:35])[CH2:36][CH3:37].[NH2:3][c:4]1[c:5]([S:10][c:11]2[c:12]([O:28][CH2:29][CH2:30][CH:31]([CH3:32])[CH3:33])[c:13]([C:26]#[N:27])[c:14]([C:15]#[N:16])[c:17]([O:20][CH2:21][CH2:22][CH:23]([CH3:24])[CH3:25])[c:18]2[Cl:19])[cH:6][cH:7][cH:8][cH:9]1.[NH3:2].[Na:1]>>[NH:2]=[C:26]1[c:13]2[c:12]([O:28][CH2:29][CH2:30][CH:31]([CH3:32])[CH3:33])[c:11]([S:10][c:5]3[c:4]([NH2:3])[cH:9][cH:8][cH:7][cH:6]3)[c:18]([Cl:19])[c:17]([O:20][CH2:21][CH2:22][CH:23]([CH3:24])[CH3:25])[c:14]2[C:15](=[NH:16])[NH:27]1. Starting materials: [N+](=O)([O-])C1=C(C=CC(=C1)[N+](=O)[O-])OC(C(F)(F)F)F (2,4-dinitrotetrafluoroethoxybenzene), C1(=C(C(=C(C(=C1F)F)F)N)F)N.Cl.Cl (dihyrochloride), aqueous solution, Cl (hydrochloric acid), Cl (hydrochloric acid). Reagents/catalysts: [Fe] (iron). Solvent: C(C)O (ethanol), aqueous solution, C(C)O (ethanol). Conditions: time 2 hour. Product: NC1=C(C=CC(=C1)N)OC(C(F)(F)F)F (2,4-diaminotetrafluoroethoxybenzene). As a reaction SMILES: [N+:1]([C:4]1[CH:9]=[C:8]([N+:10]([O-])=O)[CH:7]=[CH:6][C:5]=1[O:13][CH:14]([F:19])[C:15]([F:18])([F:17])[F:16])([O-])=O.Cl.C1(N)C(F)=C(F)C(F)=C(N)C=1F.Cl.Cl>[Fe].C(O)C>[NH2:1][C:4]1[CH:9]=[C:8]([NH2:10])[CH:7]=[CH:6][C:5]=1[O:13][CH:14]([F:19])[C:15]([F:17])([F:18])[F:16] |f:2.3.4|. Procedure: 89 g (0.31 moles) 2,4-dinitrotetrafluoroethoxybenzene, according to Step 1, 125 ml of a 50% aqueous solution of ethanol and 106.5 g iron powder (1.91 moles) are heated to 60°-70° C. in a water bath in a three-necked flask, which is equipped with a reflux condensor, drop addition funnel, stirrer and internal thermometer. Next, a solution of 6.5 ml concentrated hydrochloric acid in 30 ml 50% aqueous solution of ethanol is added dropwise so that the reduction takes place accompanied by reflux and g... The reactants are BrC(C)CCCC(C)C (2-bromo-6-methyl-heptane), OC1=CC=C(C#N)C=C1 (p-hydroxy-benzonitrile). The product is CC(CCCC(C)C)OC1=CC=C(C#N)C=C1 (p-[(1,5-dimethyl-hexyl)-oxy]-benzonitrile). Reaction SMILES: Br[CH:2]([CH2:4][CH2:5][CH2:6][CH:7]([CH3:9])[CH3:8])[CH3:3].[OH:10][C:11]1[CH:18]=[CH:17][C:14]([C:15]#[N:16])=[CH:13][CH:12]=1>>[CH3:3][CH:2]([O:10][C:11]1[CH:18]=[CH:17][C:14]([C:15]#[N:16])=[CH:13][CH:12]=1)[CH2:4][CH2:5][CH2:6][CH:7]([CH3:9])[CH3:8]. Reported procedure: 2-bromo-6-methyl-heptane was reacted with 3-methoxy-4-hydroxy-5-bromo-benzaldehyde to obtain 5-bromo-4-[(1,5-dimethyl-hexyl)-oxy]-m-anisaldehyde (boiling point = 190°-193°C/0.1 mmHg); 2-bromo-6-methyl-heptane was reacted with p-hydroxy-benzonitrile to obtain p-[(1,5-dimethyl-hexyl)-oxy]-benzonitrile (boiling point = 165°-168°C/1.0 mmHg);